describe an organic reaction: reactants, conditions, products, and yield From a dataset of the Open Reaction Database (ORD), a public repository of structured organic reaction records. The reactants are ClC1=C(C(=NC2=CC(=CC(=C12)F)F)C1=NC=CC=C1)C (4-chloro-5,7-difluoro-3-methyl-2-(2-pyridinyl)quinoline), NC=1C=NC=C(C1)Br (3-amino-5-bromopyridine), [H-].[Na+] (sodium hydride), oil, C([O-])([O-])=O.[Na+].[Na+] (sodium carbonate). Solvent: CN(C)C=O (DMF). Reaction conditions: temperature 0 celsius, time 15 minute. The product is BrC=1C=C(C=NC1)NC1=C(C(=NC2=CC(=CC(=C12)F)F)C1=NC=CC=C1)C (N-(5-bromo-3-pyridinyl)-5,7-difluoro-3-methyl-2-(2-pyridinyl)-4-quinolinamine). RXN SMILES: [NH2:1][C:2]1[CH:3]=[N:4][CH:5]=[C:6]([Br:8])[CH:7]=1.[H-].[Na+].Cl[C:12]1[C:21]2[C:16](=[CH:17][C:18]([F:23])=[CH:19][C:20]=2[F:22])[N:15]=[C:14]([C:24]2[CH:29]=[CH:28][CH:27]=[CH:26][N:25]=2)[C:13]=1[CH3:30].C(=O)([O-])[O-].[Na+].[Na+]>CN(C=O)C>[Br:8][C:6]1[CH:7]=[C:2]([NH:1][C:12]2[C:21]3[C:16](=[CH:17][C:18]([F:23])=[CH:19][C:20]=3[F:22])[N:15]=[C:14]([C:24]3[CH:29]=[CH:28][CH:27]=[CH:26][N:25]=3)[C:13]=2[CH3:30])[CH:3]=[N:4][CH:5]=1 |f:1.2,4.5.6|. Reported procedure: A dry flask containing 3-amino-5-bromopyridine (0.13 g, 0.78 mmol) in dry DMF (5.0 mL) was cooled to 0° C., then sodium hydride, 60% dispersion in mineral oil (63.6 mg, 1.59 mmol) was added carefully in portions. The mixture was stirred at 0° C. for 15 min, then 4-chloro-5,7-difluoro-3-methyl-2-(2-pyridinyl)quinoline (0.25 g, 0.86 mmol) was added in portions. Upon complete addition, the mixture was warmed to 60° C. After 18 h, the reaction was cooled to rt then was carefully treated with 10% sod... The reactants are [BH4-], CC(C)N(C(=O)c1cc(F)cc(C(F)(F)F)c1)C(C)C, O=C1OCc2c(F)cc(C(F)(F)F)cc21, [Na+]. As a reaction SMILES: [BH4-:36].[F:1][c:2]1[cH:3][c:4]([C:12]([N:13]([CH:14]([CH3:15])[CH3:16])[CH:17]([CH3:18])[CH3:19])=[O:20])[cH:5][c:6]([C:7]([F:8])([F:9])[F:10])[cH:11]1.[F:21][c:22]1[c:23]2[c:27]([cH:28][c:29]([C:31]([F:32])([F:33])[F:34])[cH:30]1)[C:26](=[O:35])[O:25][CH2:24]2.[Na+:37]>>[F:21][c:22]1[c:23]([CH2:24][OH:25])[c:27]([CH2:26][OH:35])[cH:28][c:29]([C:31]([F:32])([F:33])[F:34])[cH:30]1. The product is OCc1cc(C(F)(F)F)cc(F)c1CO.